The task is: describe an organic reaction: reactants, conditions, products, and yield. This data is from the Open Reaction Database (ORD), a public repository of structured organic reaction records. Reactants: N1=NC=C(C=C1)C=1C=C(C=CC1O)C1=CC=CC=C1 (3-Pyridazin-4-ylbiphenyl-4-ol), C(#N)C=1C=C(C=CC1F)S(=O)(=O)NC1=NC=NS1 (3-cyano-4-fluoro-N-(1,2,4-thiadiazol-5-yl)benzenesulfonamide), C([O-])([O-])=O.[K+].[K+] (Potassium carbonate). The solvent is CS(=O)C (dimethylsulfoxide). Run at temperature 90 celsius. The product is C(#N)C=1C=C(C=CC1OC1=C(C=C(C=C1)C1=CC=CC=C1)C1=CN=NC=C1)S(=O)(=O)NC1=NC=NS1 (3-Cyano-4-[(3-pyridazin-4-ylbiphenyl-4-yl)oxy]-N-1,2,4-thiadiazol-5-ylbenzenesulfonamide), solid. Yield: 24.0%. RXN SMILES: [N:1]1[CH:6]=[CH:5][C:4]([C:7]2[CH:8]=[C:9]([C:14]3[CH:19]=[CH:18][CH:17]=[CH:16][CH:15]=3)[CH:10]=[CH:11][C:12]=2[OH:13])=[CH:3][N:2]=1.[C:20]([C:22]1[CH:23]=[C:24]([S:29]([NH:32][C:33]2[S:37][N:36]=[CH:35][N:34]=2)(=[O:31])=[O:30])[CH:25]=[CH:26][C:27]=1F)#[N:21].C(=O)([O-])[O-].[K+].[K+]>CS(C)=O>[C:20]([C:22]1[CH:23]=[C:24]([S:29]([NH:32][C:33]2[S:37][N:36]=[CH:35][N:34]=2)(=[O:31])=[O:30])[CH:25]=[CH:26][C:27]=1[O:13][C:12]1[CH:11]=[CH:10][C:9]([C:14]2[CH:19]=[CH:18][CH:17]=[CH:16][CH:15]=2)=[CH:8][C:7]=1[C:4]1[CH:5]=[CH:6][N:1]=[N:2][CH:3]=1)#[N:21] |f:2.3.4|. Reported procedure: 3-Pyridazin-4-ylbiphenyl-4-ol (Preparation 4, 50 mg, 0.2 mmol) and 3-cyano-4-fluoro-N-(1,2,4-thiadiazol-5-yl)benzenesulfonamide (Preparation 47, 50 mg, 0.2 mmol) were dissolved in dimethylsulfoxide (2 mL). Potassium carbonate (83 mg, 0.6 mmol) was added and the reaction heated to 90° C. for 16 hours. The crude material was then purified by reverse phase column chromatography (ISCO™, 4 g, C18, 20:1 water:acetonitrile to 3:2 water acetonitrile). The appropriate fractions were combined and concentr... Starting materials: C1N2CN3CN1CN(C2)C3, Oc1ccc(F)cc1F, O=C(O)C(F)(F)F, O=S(=O)(O)O. Product: O=Cc1cc(F)cc(F)c1O. Reaction SMILES: [CH2:10]1[N:11]2[CH2:12][N:13]3[CH2:14][N:15]([CH2:16]2)[CH2:17][N:18]1[CH2:19]3.[F:1][c:2]1[c:3]([OH:9])[cH:4][cH:5][c:6]([F:8])[cH:7]1.[OH:25][C:26]([C:27]([F:28])([F:29])[F:30])=[O:31].[S:20](=[O:21])(=[O:22])([OH:23])[OH:24]>>[F:1][c:2]1[c:3]([OH:9])[c:4]([CH:26]=[O:25])[cH:5][c:6]([F:8])[cH:7]1. The reactants are CC1=C(C=C(C=C1)[N+](=O)[O-])NC(N(C)C1=CC(=NC=N1)NC(OC(C)(C)C)=O)=O (tert-butyl {6-[3-(2-methyl-5-nitro-phenyl)-1-methyl-ureido]-pyrimidin-4-yl}-carbamate). The reagents and catalysts are [Pd] (palladium on charcoal). The solvent is CO (methanol), CN(C)C=O (DMF). Conditions: time 20 hour. The product is NC=1C=CC(=C(C1)NC(N(C)C1=CC(=NC=N1)NC(OC(C)(C)C)=O)=O)C (tert-Butyl {6-[3-(5-Amino-2-methyl-Phenyl)-1-methyl-ureido]-pyrimidin-4-yl}-carbamate). Reaction SMILES: [CH3:1][C:2]1[CH:7]=[CH:6][C:5]([N+:8]([O-])=O)=[CH:4][C:3]=1[NH:11][C:12](=[O:29])[N:13]([C:15]1[N:20]=[CH:19][N:18]=[C:17]([NH:21][C:22](=[O:28])[O:23][C:24]([CH3:27])([CH3:26])[CH3:25])[CH:16]=1)[CH3:14]>CO.CN(C=O)C.[Pd]>[NH2:8][C:5]1[CH:6]=[CH:7][C:2]([CH3:1])=[C:3]([NH:11][C:12](=[O:29])[N:13]([C:15]2[N:20]=[CH:19][N:18]=[C:17]([NH:21][C:22](=[O:28])[O:23][C:24]([CH3:25])([CH3:26])[CH3:27])[CH:16]=2)[CH3:14])[CH:4]=1. Procedure: A solution of tert-butyl {6-[3-(2-methyl-5-nitro-phenyl)-1-methyl-ureido]-pyrimidin-4-yl}-carbamate (330 mg, 0.82 mmol) in a mixture of methanol (20 ml) and DMF (50 ml) is hydrogenated in the presence of 10% palladium on charcoal (500 mg) at atmospheric pressure. After 20 h the hydrogenation is complete and the catalyst is filtered off. The filtrate is evaporated to dryness. The residue obtained is triturated with ether, filtered off, and vacuum dried to afford a gray powder: HPLC: tR=5.38 min (... The reactants are C([O-])(O)=O.[Na+] (sodium bicarbonate), [OH-].[Na+] (sodium hydroxide), ClS(=O)(=O)N=C=O (Chlorosulfonyl isocyanate), ClC=1C=C(C(=O)C=2C(=NC(=CC2)CC)NCC)C=CC1 (3-(3-chlorobenzoyl)-6-ethyl-2-ethylaminopyridine). The solvent is O (water), O1CCCC1 (tetrahydrofuran). Run at time 1 hour. Yields the product ClC=1C=C(C=CC1)C=1C2=C(N(C(N1)=O)CC)N=C(C=C2)CC (4-(3-chlorophenyl)-1,7-diethylpyrido[2,3-d]pyrimidin-2(1H)-one). Isolated yield 60.2%. As a reaction SMILES: ClS([N:5]=[C:6]=[O:7])(=O)=O.[Cl:8][C:9]1[CH:10]=[C:11]([CH:25]=[CH:26][CH:27]=1)[C:12]([C:14]1[C:15]([NH:22][CH2:23][CH3:24])=[N:16][C:17]([CH2:20][CH3:21])=[CH:18][CH:19]=1)=O.C(=O)(O)[O-].[Na+].[OH-].[Na+]>O.O1CCCC1>[Cl:8][C:9]1[CH:10]=[C:11]([C:12]2[C:14]3[CH:19]=[CH:18][C:17]([CH2:20][CH3:21])=[N:16][C:15]=3[N:22]([CH2:23][CH3:24])[C:6](=[O:7])[N:5]=2)[CH:25]=[CH:26][CH:27]=1 |f:2.3,4.5|. Procedure: Chlorosulfonyl isocyanate (0.8 ml, 9 mmol) was added to a tetrahydrofuran (50 ml) solution of 3-(3-chlorobenzoyl)-6-ethyl-2-ethylaminopyridine (2.6 g, 9 mmol) under ice-cooling, followed by stirring for 1 hour under ice-cooling. To the reaction solution were added water and saturated sodium bicarbonate aqueous solution in that order, followed by 30 minutes of stirring at room temperature. This was adjusted to pH 10 with 1 N sodium hydroxide aqueous solution and extracted with chloroform. After d... Starting materials: COCOc1ccc(C2=CCC(c3ccc(O[Si](C)(C)C(C)(C)C)cc3)CC2)c(OCOC)c1, CCO, [Pd]. Product: COCOc1ccc(C2CCC(c3ccc(O[Si](C)(C)C(C)(C)C)cc3)CC2)c(OCOC)c1. RXN SMILES: [C:1]([CH3:2])([CH3:3])([CH3:4])[Si:5]([CH3:6])([CH3:7])[O:8][c:9]1[cH:10][cH:11][c:12]([CH:15]2[CH2:16][CH:17]=[C:18]([c:21]3[c:22]([O:31][CH2:32][O:33][CH3:34])[cH:23][c:24]([O:27][CH2:28][O:29][CH3:30])[cH:25][cH:26]3)[CH2:19][CH2:20]2)[cH:13][cH:14]1.[CH3:36][CH2:37][OH:38].[Pd:35]>>[C:1]([CH3:2])([CH3:3])([CH3:4])[Si:5]([CH3:6])([CH3:7])[O:8][c:9]1[cH:10][cH:11][c:12]([CH:15]2[CH2:16][CH2:17][CH:18]([c:21]3[c:22]([O:31][CH2:32][O:33][CH3:34])[cH:23][c:24]([O:27][CH2:28][O:29][CH3:30])[cH:25][cH:26]3)[CH2:19][CH2:20]2)[cH:13][cH:14]1. Reactants: COc1ccc(C(F)(F)F)cc1N, Cc1ccccc1, O=C=Nc1cc(Cl)cc(Cl)c1. Product: COc1ccc(C(F)(F)F)cc1NC(=O)Nc1cc(Cl)cc(Cl)c1. RXN SMILES: [CH3:12][O:13][c:14]1[c:15]([NH2:16])[cH:17][c:18]([C:21]([F:22])([F:23])[F:24])[cH:19][cH:20]1.[CH3:25][c:26]1[cH:27][cH:28][cH:29][cH:30][cH:31]1.[Cl:1][c:2]1[cH:3][c:4]([N:9]=[C:10]=[O:11])[cH:5][c:6]([Cl:8])[cH:7]1>>[Cl:1][c:2]1[cH:3][c:4]([NH:9][C:10](=[O:11])[NH:16][c:15]2[c:14]([O:13][CH3:12])[cH:20][cH:19][c:18]([C:21]([F:22])([F:23])[F:24])[cH:17]2)[cH:5][c:6]([Cl:8])[cH:7]1.